Dataset: the Open Reaction Database (ORD), a public repository of structured organic reaction records. Task: describe an organic reaction: reactants, conditions, products, and yield Reactants: FC1=C(CO[C@@H]2[C@H](C(OC)O[C@@H]2CC)OCC2=CC(=CC=C2)C)C=CC=C1 (methyl 5-deoxy-3-O-(2-fluorobenzyl)-5-C- methyl-2-O-(3-methylbenzyl)-D-xylofuranoside), C(O)([O-])=O.[Na+] (sodium hydrogen carbonate), [Sn](Cl)(Cl)(Cl)Cl (tin tetrachloride), ClCCl (dichloromethane). Run in C(C)#N (acetonitrile). Conditions: time 3 hour. The product is C(C)[C@@H]1[C@@H]([C@H]2OCC3=C([C@H]2O1)C=CC(=C3)C)OCC3=C(C=CC=C3)F ((2R,3S,3aS,9bR)-2-ethyl-3-(2-fluorobenzyloxy)-7-methyl-3,3a,5,9b-tetrahydro-2H-furo[3,2-c][2]benzopyran). Yield: 68.8%. Reaction SMILES: [F:1][C:2]1[CH:27]=[CH:26][CH:25]=[CH:24][C:3]=1[CH2:4][O:5][C@H:6]1[C@@H:12]([CH2:13][CH3:14])[O:11][CH:8](OC)[C@@H:7]1[O:15][CH2:16][C:17]1[CH:22]=[CH:21][CH:20]=[C:19]([CH3:23])[CH:18]=1.[Sn](Cl)(Cl)(Cl)Cl.ClCCl.C(=O)([O-])O.[Na+]>C(#N)C>[CH2:13]([C@H:12]1[O:11][C@H:8]2[C@H:7]([O:15][CH2:16][C:17]3[CH:18]=[C:19]([CH3:23])[CH:20]=[CH:21][C:22]=32)[C@H:6]1[O:5][CH2:4][C:3]1[CH:24]=[CH:25][CH:26]=[CH:27][C:2]=1[F:1])[CH3:14] |f:3.4|. Procedure: 0.62 g of methyl 5-deoxy-3-O-(2-fluorobenzyl)-5-C- methyl-2-O-(3-methylbenzyl)-D-xylofuranoside (a mixture of alpha and beta forms) obtained in 1) was dissolved in 10 ml of acetonitrile and 4.97 ml of tin tetrachloride (a 1.0 M dichloromethane solution) were added under cooling with ice. The resulting mixture was stirred at room temperature for 3 hours and then poured into a saturated aqueous sodium hydrogen carbonate solution with ice. The organic phase was thoroughly washed with water and then... Starting materials: C(C)(=O)O (acetic acid), C(C)OC1=CC(=C(C=C1)F)F (4-ethoxy-1,2-difluoro-benzene), C(C)(C)NC(C)C.[Li] (lithium diisopropylamine), CN(C=O)C (N,N-dimethylformamide). Run in O1CCCC1 (tetrahydrofuran). The product is C(C)OC1=CC=C(C(=C1C=O)F)F (6-ethoxy-2,3-difluoro-benzaldehyde), solid. The yield is 76.0%. As a reaction SMILES: [CH2:1]([O:3][C:4]1[CH:9]=[CH:8][C:7]([F:10])=[C:6]([F:11])[CH:5]=1)[CH3:2].C(NC(C)C)(C)C.[Li].CN(C)[CH:22]=[O:23].C(O)(=O)C>O1CCCC1>[CH2:1]([O:3][C:4]1[C:5]([CH:22]=[O:23])=[C:6]([F:11])[C:7]([F:10])=[CH:8][CH:9]=1)[CH3:2] |f:1.2,^1:18|. Procedure details: In a manner similar to the method described in example 52a, 4-ethoxy-1,2-difluoro-benzene (10 g, 63 mmol) prepared in example 91a was reacted with lithium diisopropylamine (39 mL, 1.8 M in THF, 70 mmol), N,N-dimethylformamide (5.88 mL, 76 mmol) and quenched with acetic acid (15.2 g, 253 mmol) in tetrahydrofuran to give 6-ethoxy-2,3-difluoro-benzaldehyde as a off white solid (Yield: 8.9 g, 76%). Reactants: N1=C(N)N=C(N)N=C1N (melamine), C=O (formaldehyde), [OH-].[Na+] (sodium hydroxide). Solvent: O (water). Reaction conditions: temperature 60 celsius. Yields the product C=O.N1=C(N)N=C(N)N=C1N (melamine-formaldehyde). RXN SMILES: [N:1]1[C:8]([NH2:9])=[N:7][C:5]([NH2:6])=[N:4][C:2]=1[NH2:3].[CH2:10]=[O:11].[OH-].[Na+]>O>[CH2:10]=[O:11].[N:1]1[C:8]([NH2:9])=[N:7][C:5]([NH2:6])=[N:4][C:2]=1[NH2:3] |f:2.3,5.6|. Procedure: Separately, a mixture comprising 10 parts of melamine, 25 parts of 37% aqueous formaldehyde solution and 65 parts of water was adjusted to pH 9.0 with sodium hydroxide and was heated at 60° C. with stirring to perform dissolution to obtain a transparent melamine-formaldehyde precondensate. The reactants are BrB(Br)Br, COc1ccc2c(Nc3cc(C)n[nH]3)nc(Sc3ccc(NC(C)=O)cc3)nc2c1, ClCCl, CC(Cl)Cl. The product is CC(=O)Nc1ccc(Sc2nc(Nc3cc(C)n[nH]3)c3ccc(O)cc3n2)cc1. Reaction SMILES: [B:31]([Br:32])([Br:33])[Br:34].[C:1]([CH3:2])(=[O:3])[NH:4][c:5]1[cH:6][cH:7][c:8]([S:11][c:12]2[n:13][c:14]3[cH:15][c:16]([O:29][CH3:30])[cH:17][cH:18][c:19]3[c:20]([NH:22][c:23]3[nH:24][n:25][c:26]([CH3:28])[cH:27]3)[n:21]2)[cH:9][cH:10]1.[Cl:35][CH2:36][Cl:37].[Cl:38][CH:39]([Cl:40])[CH3:41]>>[C:1]([CH3:2])(=[O:3])[NH:4][c:5]1[cH:6][cH:7][c:8]([S:11][c:12]2[n:13][c:14]3[cH:15][c:16]([OH:29])[cH:17][cH:18][c:19]3[c:20]([NH:22][c:23]3[nH:24][n:25][c:26]([CH3:28])[cH:27]3)[n:21]2)[cH:9][cH:10]1. Starting materials: OC(C)(C)C1=CC=C(C(=O)NC2=NC=3N(C(=C2)N2C[C@@H](CCC2)C(=O)O)N=CC3)C=C1 ((R)-1-(5-(4-(2-hydroxypropan-2-yl)benzamido)pyrazolo[1,5-a]pyrimidin-7-yl)piperidine-3-carboxylic acid), OC(C)(C)C1=CC=C(C(=O)NC2=NC=3N(C(=C2)N2C[C@@H](CCC2)C(=O)O)N=CC3)C=C1 ((R)-1-(5-(4-(2-hydroxypropan-2-yl)benzamido)pyrazolo[1,5-a]pyrimidin-7-yl)piperidine-3-carboxylic acid), CNC (dimethylamine), CCN=C=NCCCN(C)C (EDCI), C=1C=CC2=C(C1)N=NN2O (HOBT). Procedure details: A solution of (R)-1-(5-(4-(2-hydroxypropan-2-yl)benzamido)pyrazolo[1,5-a]pyrimidin-7-yl)piperidine-3-carboxylic acid (Compound 84, 100 mg, 0.236 mmol), dimethylamine (236 μL, 0.472 mmol), EDCI (90 mg, 0.472 mmol), and HOBT (16 mg, 0.118 mmol) in DMF (4 mL) were stirred for 12 hours at room temperature. The reaction was complete as determined by LCMS analysis. The reaction mixture was then partitioned between ethyl acetate and water and the separated organic layer was dried over Mg2SO4, filtered,... The product is OC(C)(C)C1=CC=C(C(=O)NC2=NC=3N(C(=C2)N2C[C@@H](CCC2)C(=O)N(C)C)N=CC3)C=C1 ((R)-1-(5-(4-(2-hydroxypropan-2-yl)benzamido)pyrazolo[1,5-a]pyrimidin-7-yl)-N,N-dimethylpiperidine-3-carboxamide). Run in CN(C)C=O (DMF). Reaction SMILES: [OH:1][C:2]([C:5]1[CH:31]=[CH:30][C:8]([C:9]([NH:11][C:12]2[CH:17]=[C:16]([N:18]3[CH2:23][CH2:22][CH2:21][C@@H:20]([C:24]([OH:26])=O)[CH2:19]3)[N:15]3[N:27]=[CH:28][CH:29]=[C:14]3[N:13]=2)=[O:10])=[CH:7][CH:6]=1)([CH3:4])[CH3:3].[CH3:32][NH:33][CH3:34].CCN=C=NCCCN(C)C.C1C=CC2N(O)N=NC=2C=1>CN(C=O)C>[OH:1][C:2]([C:5]1[CH:31]=[CH:30][C:8]([C:9]([NH:11][C:12]2[CH:17]=[C:16]([N:18]3[CH2:23][CH2:22][CH2:21][C@@H:20]([C:24]([N:33]([CH3:34])[CH3:32])=[O:26])[CH2:19]3)[N:15]3[N:27]=[CH:28][CH:29]=[C:14]3[N:13]=2)=[O:10])=[CH:7][CH:6]=1)([CH3:3])[CH3:4]. The yield is 66.8%.